From a dataset of the Open Reaction Database (ORD), a public repository of structured organic reaction records. describe an organic reaction: reactants, conditions, products, and yield Reactants: COC1=CC=C(CN(C2=NC=C(C=N2)C=2C3=C(N=C(N2)N2CCOCC2)NCC3)CC3=CC=C(C=C3)OC)C=C1 (bis-(4-methoxy-benzyl)-[5-(2-morpholin-4-yl-6,7-dihydro-5H-pyrrolo[2,3-d]pyrimidin-4-yl)-pyrimidin-2-yl]-amine), BrC=1C=C(C=NC1)C(=O)N1CCN(CC1)C ((5-bromo-pyridin-3-yl)-(4-methyl-piperazin-1-yl)-methanone). The product is COC1=CC=C(CN(C2=NC=C(C=N2)C=2C3=C(N=C(N2)N2CCOCC2)N(CC3)C=3C=C(C=NC3)C(=O)N3CCN(CC3)C)CC3=CC=C(C=C3)OC)C=C1 ([5-(4-{2-[bis-(4-methoxy-benzyl)-amino]-pyrimidin-5-yl}-2-morpholin-4-yl-5,6-dihydro-pyrrolo[2,3-d]pyrimidin-7-yl)-pyridin-3-yl]-(4-methyl-piperazin-1-yl)-methanone). Reaction SMILES: [CH3:1][O:2][C:3]1[CH:40]=[CH:39][C:6]([CH2:7][N:8]([CH2:30][C:31]2[CH:36]=[CH:35][C:34]([O:37][CH3:38])=[CH:33][CH:32]=2)[C:9]2[N:14]=[CH:13][C:12]([C:15]3[C:16]4[CH2:29][CH2:28][NH:27][C:17]=4[N:18]=[C:19]([N:21]4[CH2:26][CH2:25][O:24][CH2:23][CH2:22]4)[N:20]=3)=[CH:11][N:10]=2)=[CH:5][CH:4]=1.Br[C:42]1[CH:43]=[C:44]([C:48]([N:50]2[CH2:55][CH2:54][N:53]([CH3:56])[CH2:52][CH2:51]2)=[O:49])[CH:45]=[N:46][CH:47]=1>>[CH3:38][O:37][C:34]1[CH:33]=[CH:32][C:31]([CH2:30][N:8]([CH2:7][C:6]2[CH:5]=[CH:4][C:3]([O:2][CH3:1])=[CH:40][CH:39]=2)[C:9]2[N:10]=[CH:11][C:12]([C:15]3[C:16]4[CH2:29][CH2:28][N:27]([C:42]5[CH:43]=[C:44]([C:48]([N:50]6[CH2:51][CH2:52][N:53]([CH3:56])[CH2:54][CH2:55]6)=[O:49])[CH:45]=[N:46][CH:47]=5)[C:17]=4[N:18]=[C:19]([N:21]4[CH2:26][CH2:25][O:24][CH2:23][CH2:22]4)[N:20]=3)=[CH:13][N:14]=2)=[CH:36][CH:35]=1. Procedure: Using bis-(4-methoxy-benzyl)-[5-(2-morpholin-4-yl-6,7-dihydro-5H-pyrrolo[2,3-d]pyrimidin-4-yl)-pyrimidin-2-yl]-amine (50 mg) and (5-bromo-pyridin-3-yl)-(4-methyl-piperazin-1-yl)-methanone (40 mg, prepared according to Step A in Example 1-D-25) instead of 4-chloropicolinic acid t-butylamide, in the same manner as Example 1-D-07, a crude product of [5-(4-{2-[bis-(4-methoxy-benzyl)-amino]-pyrimidin-5-yl}-2-morpholin-4-yl-5,6-dihydro-pyrrolo[2,3-d]pyrimidin-7-yl)-pyridin-3-yl]-(4-methyl-piperazin-1-... As a reaction SMILES: [CH3:1][C:2]1([C:7]2[O:11][C:10]([CH2:12][N:13]3[CH:17]=[C:16]([NH2:18])[CH:15]=[N:14]3)=[CH:9][CH:8]=2)[O:6]CCO1.[C:19]1([C:34]2[CH:39]=[CH:38][CH:37]=[CH:36][CH:35]=2)[CH:24]=[CH:23][CH:22]=[C:21]([C:25]2[O:29][C:28]([CH3:30])=[N:27][C:26]=2[C:31](O)=[O:32])[CH:20]=1>>[C:2]([C:7]1[O:11][C:10]([CH2:12][N:13]2[CH:17]=[C:16]([NH:18][C:31]([C:26]3[N:27]=[C:28]([CH3:30])[O:29][C:25]=3[C:21]3[CH:20]=[C:19]([C:34]4[CH:39]=[CH:38][CH:37]=[CH:36][CH:35]=4)[CH:24]=[CH:23][CH:22]=3)=[O:32])[CH:15]=[N:14]2)=[CH:9][CH:8]=1)(=[O:6])[CH3:1]. The product is C(C)(=O)C1=CC=C(O1)CN1N=CC(=C1)NC(=O)C=1N=C(OC1C=1C=C(C=CC1)C1=CC=CC=C1)C (5-Biphenyl-3-yl-2-methyl-oxazole-4-carboxylic acid [1-(5-acetyl-furan-2-ylmethyl)-1H-pyrazol-4-yl]-amide). Procedure details: Following general procedure B followed by T, starting from 1-[5-(2-methyl-[1,3]dioxolan-2-yl)-furan-2-ylmethyl]-1H-pyrazol-4-ylamine and 5-biphenyl-3-yl-2-methyl-oxazole-4-carboxylic acid. LC-MS-conditions 05b: tR=1.16 min; [M+H]+=466.33. Starting materials: CC1(OCCO1)C1=CC=C(O1)CN1N=CC(=C1)N (1-[5-(2-methyl-[1,3]dioxolan-2-yl)-furan-2-ylmethyl]-1H-pyrazol-4-ylamine), C1(=CC(=CC=C1)C1=C(N=C(O1)C)C(=O)O)C1=CC=CC=C1 (5-biphenyl-3-yl-2-methyl-oxazole-4-carboxylic acid), 05b. Starting materials: C1(=CC=C(C=C1)S(=O)(=O)Cl)C (p-toluenesulfonyl chloride), O.N (ammonia water), ClC1=CC=C(C(=O)[C@@]2(C[C@@H](O[C@@H]2COC(C2=CC=C(C=C2)Cl)=O)N2C(=O)NC(=O)C=C2)O)C=C1 (3′,5′-O-bis(4-chlorobenzoyl)-2′-deoxyuridine), CN1CCCCC1 (1-methylpiperidine), [C@@H]1([C@H](O)[C@H](O)[C@@H](CO)O1)N1C(=O)NC(=O)C=C1 (uridine). Run in C(C)#N (acetonitrile), C(C)#N (acetonitrile), C(C)N(CC)CC (triethylamine). Product: ClC1=CC=C(C(=O)[C@@]2(C[C@@H](O[C@@H]2COC(C2=CC=C(C=C2)Cl)=O)N2C(=O)N=C(N)C=C2)O)C=C1 (3′,5′-O-bis(4-chlorobenzoyl) -2′-deoxycytidine). Isolated yield 79.5%. Reaction SMILES: [Cl:1][C:2]1[CH:34]=[CH:33][C:5]([C:6]([C@@:8]2([OH:32])[C@@H:12]([CH2:13][O:14][C:15](=[O:23])[C:16]3[CH:21]=[CH:20][C:19]([Cl:22])=[CH:18][CH:17]=3)[O:11][C@@H:10](N3C=CC(=O)NC3=O)[CH2:9]2)=O)=[CH:4][CH:3]=1.[C@@H:35]1([N:44]2C=CC(=O)N[C:45]2=[O:46])O[C@H](CO)[C@@H:38](O)[C@H:36]1O.C[N:53]1CCCCC1.C1(C)C=CC(S(Cl)(=O)=O)=CC=1.[OH2:70].[NH3:71]>C(#N)C.C(N(CC)CC)C>[Cl:1][C:2]1[CH:34]=[CH:33][C:5]([C:6]([C@@:8]2([OH:32])[C@@H:12]([CH2:13][O:14][C:15](=[O:23])[C:16]3[CH:17]=[CH:18][C:19]([Cl:22])=[CH:20][CH:21]=3)[O:11][C@@H:10]([N:71]3[CH:38]=[CH:36][C:35]([NH2:53])=[N:44][C:45]3=[O:46])[CH2:9]2)=[O:70])=[CH:4][CH:3]=1 |f:4.5|. Procedure: To 10.0 g of 3′,5′-O-bis(4-chlorobenzoyl)-2′-deoxyuridine was added 50 mL of acetonitrile, 4.0 g of triethylamine, and 2.4 g (1.2 times moles based on the uridine derivative) of 1-methylpiperidine, and the resulting mixture was stirred in an ice bath. To this, the solution of 7.5 g of p-toluenesulfonyl chloride in 25 ml of acetonitrile was added dropwise over 1 hour at −1.5° C. or below −1.5° C. After the completion of addition, the mixture was stirred for 1 hour. Then, 50 mL of 28% ammonia wate... Run in C1=CC=C(C=C1)C2=CC=CC=C2.C1=CC=C(C=C1)OC2=CC=CC=C2 (Dowtherm A), C(C)O (ethanol), C1=CC=C(C=C1)C2=CC=CC=C2.C1=CC=C(C=C1)OC2=CC=CC=C2 (Dowtherm A). Isolated yield 51.6%. The reactants are N1CCCCC1 (piperidine), C(C)(=O)O (acetic acid), C(CC(=O)OCC)(=O)OCC (diethyl malonate), ClC1=C(C(=NC=C1F)C1C(C1)CC=O)C (2-(4-chloro-5-fluoro-3-methyl-2-pyridinyl)cyclopropane acetaldehyde). Procedure details: A sample of 2-(4-chloro-5-fluoro-3-methyl-2-pyridinyl)cyclopropane acetaldehyde (6.37 mmol) was dissolved in 50 mL of ethanol, and to this were added 1.5 mL of piperidine, 1.5 mL of acetic acid, and 5 mL of diethyl malonate (32.9 mmol). The reaction was heated at reflux under nitrogen for 4 hours. The solvents were then removed, and the residue was dissolved in ether. The ether was washed with water and brine, then dried over MgSO4 and concentrated Purification in a kugelrohr apparatus gave 2.4 ... Reaction conditions: temperature 235 celsius, time 45 minute. Reaction SMILES: [Cl:1][C:2]1[C:7]([F:8])=[CH:6][N:5]=[C:4]([CH:9]2[CH2:11][CH:10]2[CH2:12][CH:13]=O)[C:3]=1[CH3:15].N1CCCCC1.C(O)(=O)C.[C:26]([O:34]CC)(=O)[CH2:27][C:28]([O:30][CH2:31][CH3:32])=[O:29]>C(O)C.C1C=CC(C2C=CC=CC=2)=CC=1.C1C=CC(OC2C=CC=CC=2)=CC=1>[CH2:31]([O:30][C:28]([C:27]1[C:26](=[O:34])[N:5]2[C:4]([C:3]([CH3:15])=[C:2]([Cl:1])[C:7]([F:8])=[CH:6]2)=[C:9]([CH:10]2[CH2:12][CH2:13]2)[CH:11]=1)=[O:29])[CH3:32] |f:5.6|. The product is C(C)OC(=O)C1=CC(=C2C(=C(C(=CN2C1=O)F)Cl)C)C1CC1 (8-chloro-1- cyclopropyl-7-fluoro-9-methyl-4-oxo-4H-quinolizine-3-carboxylic acid ethyl ester).